Dataset: the Open Reaction Database (ORD), a public repository of structured organic reaction records. Task: describe an organic reaction: reactants, conditions, products, and yield The reactants are solution, C(C=O)(=O)OCC (ethyl glyoxalate), C1(=CC=CC=C1)C (toluene), ClC=1C=NC=C(C1NC(=O)C1=CC=C(C=2OC3=C(C21)C=C(C=C3)N)OC)Cl (N-(3,5-dichloropyrid-4-yl)-4-methoxy-8-amino dibenzo[b,d]furan-1-carboxamide). Reagents/catalysts: [Ni] (raney nickel). Solvent: C(C)O (ethanol). Product: ClC=1C=NC=C(C1NC(=O)C1=CC=C(C=2OC3=C(C21)C=C(C=C3)NCC(=O)OCC)OC)Cl (N-(3,5-dichloropyrid-4-yl)-4-methoxy-8-(2-ethoxy-2-oxo-ethylamino)-dibenzo[b,d]furan-1-carboxamide). RXN SMILES: [Cl:1][C:2]1[CH:3]=[N:4][CH:5]=[C:6]([Cl:27])[C:7]=1[NH:8][C:9]([C:11]1[C:19]2[C:18]3[CH:20]=[C:21]([NH2:24])[CH:22]=[CH:23][C:17]=3[O:16][C:15]=2[C:14]([O:25][CH3:26])=[CH:13][CH:12]=1)=[O:10].[C:28]([O:32][CH2:33][CH3:34])(=[O:31])[CH:29]=O.C1(C)C=CC=CC=1>C(O)C.[Ni]>[Cl:1][C:2]1[CH:3]=[N:4][CH:5]=[C:6]([Cl:27])[C:7]=1[NH:8][C:9]([C:11]1[C:19]2[C:18]3[CH:20]=[C:21]([NH:24][CH2:29][C:28]([O:32][CH2:33][CH3:34])=[O:31])[CH:22]=[CH:23][C:17]=3[O:16][C:15]=2[C:14]([O:25][CH3:26])=[CH:13][CH:12]=1)=[O:10]. Reported procedure: N-(3,5-dichloropyrid-4-yl)-4-methoxy-8-amino dibenzo[b,d]furan-1-carboxamide (500 mg, 1.24 mmol) was suspended in ethanol and a 50% solution of ethyl glyoxalate in toluene (384 mg, 3.72 mmol) was added to the suspension. The reaction mixture was hydrogenated at 40 psi in presence of pre-activated raney nickel (50% w/w) for 24 h-48 h. The reaction was filtered and the filterate was concentrated in vacuo. The residue was purified by silica gel (100-200) column chromatography using 0.5% methanol in... Reported procedure: A mixture of 17.0 g (0.1 mol) of 4,6-dimethoxy-2-hydrazino-pyrimidine, 8.3 ml of concentrated hydrochloric acid, 4.2 g (0.1 mol) of cyanamide and 100 ml of ethanol is boiled to reflux for 18 hours. The mixture is then evaporated, the residue is crystallized using diethyl ether, and the crystalline product is isolated by filtering off with suction. 22.9 g (92% of theory) of (4,6-dimethoxy-pyrimidin-2-yl-amino)-guanidine hydrochloride of melting point 214° C. are obtained. Reactants: COC1=NC(=NC(=C1)OC)NN (4,6-dimethoxy-2-hydrazino-pyrimidine), Cl (hydrochloric acid), N#CN (cyanamide). The solvent is C(C)O (ethanol). RXN SMILES: [CH3:1][O:2][C:3]1[CH:8]=[C:7]([O:9][CH3:10])[N:6]=[C:5]([NH:11][NH2:12])[N:4]=1.[ClH:13].[N:14]#[C:15][NH2:16]>C(O)C>[ClH:13].[CH3:1][O:2][C:3]1[CH:8]=[C:7]([O:9][CH3:10])[N:6]=[C:5]([NH:11][NH:12][C:15]([NH2:16])=[NH:14])[N:4]=1 |f:4.5|. Yields the product Cl.COC1=NC(=NC(=C1)OC)NNC(=N)N ((4,6-dimethoxy-pyrimidin-2-yl-amino)-guanidine hydrochloride). The yield is 92.0%. The reactants are C[O-], CO, CC(=O)O, CCOCC, CCOC(=O)C(F)(F)F, CC(=O)c1ccc(F)cc1F, [Na+], O. Yields the product O=C(C=C(O)c1ccc(F)cc1F)C(F)(F)F. Reaction SMILES: [CH3:21][O-:22].[CH3:24][OH:25].[CH3:26][C:27](=[O:28])[OH:29].[CH3:30][CH2:31][O:32][CH2:33][CH3:34].[F:12][C:13]([C:14](=[O:15])[O:16][CH2:17][CH3:18])([F:19])[F:20].[F:1][c:2]1[c:3]([C:9]([CH3:10])=[O:11])[cH:4][cH:5][c:6]([F:8])[cH:7]1.[Na+:23].[OH2:35]>>[F:1][c:2]1[c:3]([C:9](=[CH:10][C:14]([C:13]([F:12])([F:19])[F:20])=[O:15])[OH:11])[cH:4][cH:5][c:6]([F:8])[cH:7]1. Reactants: BrCCOC1CCCCO1, CN(C)CCNS(=O)(=O)c1cccc([N+](=O)[O-])c1C(=O)N(C)C, Cl, [H-], [Na+], CN(C)C=O. Yields the product CN(C)CCN(CCOC1CCCCO1)S(=O)(=O)c1cccc([N+](=O)[O-])c1C(=O)N(C)C. As a reaction SMILES: [Br:27][CH2:28][CH2:29][O:30][CH:31]1[O:32][CH2:33][CH2:34][CH2:35][CH2:36]1.[CH3:2][N:3]([C:4]([c:5]1[c:6]([S:14](=[O:15])(=[O:16])[NH:17][CH2:18][CH2:19][N:20]([CH3:21])[CH3:22])[cH:7][cH:8][cH:9][c:10]1[N+:11](=[O:12])[O-:13])=[O:23])[CH3:24].[ClH:1].[H-:26].[Na+:25].[O:37]=[CH:38][N:39]([CH3:40])[CH3:41]>>[CH3:2][N:3]([C:4]([c:5]1[c:6]([S:14](=[O:15])(=[O:16])[N:17]([CH2:18][CH2:19][N:20]([CH3:21])[CH3:22])[CH2:28][CH2:29][O:30][CH:31]2[O:32][CH2:33][CH2:34][CH2:35][CH2:36]2)[cH:7][cH:8][cH:9][c:10]1[N+:11](=[O:12])[O-:13])=[O:23])[CH3:24]. The reactants are C(\C=C\C(=O)O)(=O)O (fumaric acid), FC1=CC2=C(C(=NO2)C2CCN(CC2)CCCN)C=C1 (3-[4-(6-fluoro-1,2-benzisoxazol-3-yl)-1-piperidinyl]propyl amine), C(=O)([O-])[O-].[K+].[K+] (K2CO3), αα-dibromo-o-xylene. The solvent is C(C)O (ethanol), C(C)#N (acetonitrile), C(C)O (ethanol). The product is C(\C=C\C(=O)O)(=O)O.C(\C=C\C(=O)O)(=O)O.FC1=CC2=C(C(=NO2)C2CCN(CC2)CCCN2CC3=CC=CC=C3C2)C=C1 (4-(6-Fluoro-1,2-benzisoxazol-3-yl)-1-[3-(2,3-dihydro-1H-isoindol-2-yl)propyl]piperidine difumarate). Reaction SMILES: [F:1][C:2]1[CH:20]=[CH:19][C:5]2[C:6]([CH:9]3[CH2:14][CH2:13][N:12]([CH2:15][CH2:16][CH2:17][NH2:18])[CH2:11][CH2:10]3)=[N:7][O:8][C:4]=2[CH:3]=1.C([O-])([O-])=O.[K+].[K+].[C:27]([OH:34])(=[O:33])/[CH:28]=[CH:29]/[C:30]([OH:32])=[O:31]>C(#N)C.C(O)C>[C:27]([OH:34])(=[O:33])/[CH:28]=[CH:29]/[C:30]([OH:32])=[O:31].[C:27]([OH:34])(=[O:33])/[CH:28]=[CH:29]/[C:30]([OH:32])=[O:31].[F:1][C:2]1[CH:20]=[CH:19][C:5]2[C:6]([CH:9]3[CH2:14][CH2:13][N:12]([CH2:15][CH2:16][CH2:17][N:18]4[CH2:4][C:3]5[C:28](=[CH:29][CH:30]=[CH:20][CH:2]=5)[CH2:27]4)[CH2:11][CH2:10]3)=[N:7][O:8][C:4]=2[CH:3]=1 |f:1.2.3,7.8.9|. Procedure: A stirred mixture of 3-[4-(6-fluoro-1,2-benzisoxazol-3-yl)-1-piperidinyl]propyl amine (3.46 g, 12.5 mmol), K2CO3 (4 g, 29 mmol) and αα-dibromo-o-xylene (3.3 g, 12.5 mmol) in acetonitrile (300 ml) was heated at reflux for 3.5 hours. The mixture was cooled and the ink solubles were filtered. The dark red solution was concentrated down to a dark oil. This oil was purified by flash chromatography over a silica gel column (SiO2, 45 g; eluted with dichloromethane and MeOH in dichloromethane). The prod...